This data is from the Open Reaction Database (ORD), a public repository of structured organic reaction records. The task is: describe an organic reaction: reactants, conditions, products, and yield Starting materials: O=C(OCc1ccccc1)N(CC1NCCc2cc(O)c(O)cc21)c1cccc(F)c1, CC(=O)O, Cl, Cl. Product: Cl, Oc1cc2c(cc1O)C(CNc1cccc(F)c1)NCC2. RXN SMILES: [CH2:2]([O:3][C:4](=[O:5])[N:12]([c:13]1[cH:14][c:15]([F:19])[cH:16][cH:17][cH:18]1)[CH2:20][CH:21]1[NH:22][CH2:23][CH2:24][c:25]2[cH:26][c:27]([OH:32])[c:28]([OH:31])[cH:29][c:30]21)[c:6]1[cH:7][cH:8][cH:9][cH:10][cH:11]1.[CH3:34][C:35](=[O:36])[OH:37].[ClH:1].[ClH:33]>>[ClH:1].[NH:12]([c:13]1[cH:14][c:15]([F:19])[cH:16][cH:17][cH:18]1)[CH2:20][CH:21]1[NH:22][CH2:23][CH2:24][c:25]2[cH:26][c:27]([OH:32])[c:28]([OH:31])[cH:29][c:30]21. Conditions: temperature 0 celsius, time 1 hour. Reactants: ClC1=CC(=C(C=C1)B(O)O)OC ((4-chloro-2-methoxyphenyl)boronic acid), B(Br)(Br)Br (boron tribromide). Reported procedure: To a solution of (4-chloro-2-methoxyphenyl)boronic acid (1.0 g, 5.36 mmol) in dichloromethane (5 mL) at 0° C. was added boron tribromide (1 M in dichloromethane, 10 mL, 10 mmol). The reaction was stirred at 0° C. for 1 hour, then allowed to warm to room temperature and stirred as such for 18 hours. The reaction was quenched carefully with water. The resulting precipitate was collected by filtration, to give a white solid, 260 mg. The layers were separated and the organic layer was dried over Na2... RXN SMILES: [Cl:1][C:2]1[CH:7]=[CH:6][C:5]([B:8]([OH:10])[OH:9])=[C:4]([O:11]C)[CH:3]=1.B(Br)(Br)Br>ClCCl>[Cl:1][C:2]1[CH:7]=[CH:6][C:5]([B:8]([OH:9])[OH:10])=[C:4]([OH:11])[CH:3]=1. Run in ClCCl (dichloromethane). The product is ClC1=CC(=C(C=C1)B(O)O)O ((4-chloro-2-hydroxyphenyl)boronic acid). Yield: 61.0%. Starting materials: O1CCOC12CC=C(CC2)C=2C=CC(NC2)=O (5-(1,4-Dioxa-spiro[4.5]dec-7-en-8-yl)-1H-pyridin-2-one), [H][H] (hydrogen). The reagents and catalysts are [Pd] (Pd/C). Run in C(C)(=O)OCC (ethyl acetate). Run at time 2 hour. Yields the product O1CCOC12CCC(CC2)C=2C=CC(NC2)=O (5-(1,4-Dioxa-spiro[4.5]dec-8-yl)-1H-pyridin-2-one). RXN SMILES: [O:1]1[C:5]2([CH2:10][CH2:9][C:8]([C:11]3[CH:12]=[CH:13][C:14](=[O:17])[NH:15][CH:16]=3)=[CH:7][CH2:6]2)[O:4][CH2:3][CH2:2]1.[H][H]>C(OCC)(=O)C.[Pd]>[O:4]1[C:5]2([CH2:6][CH2:7][CH:8]([C:11]3[CH:12]=[CH:13][C:14](=[O:17])[NH:15][CH:16]=3)[CH2:9][CH2:10]2)[O:1][CH2:2][CH2:3]1. Procedure: 5-(1,4-Dioxa-spiro[4.5]dec-7-en-8-yl)-1H-pyridin-2-one from Step A of Example 37 (5.2 g, 22.1 mmol) in ethyl acetate (30 mL) was treated with 5% Pd/C (Aldrich, 2.6 g) at room temperature. The reaction mixture was then charged with a hydrogen balloon and stirred for 2 hours. The catalyst was removed by filtering the reaction through a pad of Celite. The filtrate was concentrated to give the crude product, which was then purified with a CombiFlash® system using silica gel column and 40% ethyl acet... The reactants are C1CCOC1, Cc1ccccc1, CCN(C(C)C)C(C)C, Nc1nn(C(c2ccccc2)(c2ccccc2)c2ccccc2)c2ccc(Cc3cc(F)cc(F)c3)cc12, O=Cc1ccc(F)c(C(=O)O)c1, O=S(Cl)Cl. The product is O=Cc1ccc(F)c(C(=O)Nc2nn(C(c3ccccc3)(c3ccccc3)c3ccccc3)c3ccc(Cc4cc(F)cc(F)c4)cc23)c1. As a reaction SMILES: [CH2:71]1[O:72][CH2:73][CH2:74][CH2:75]1.[CH3:64][c:65]1[cH:66][cH:67][cH:68][cH:69][cH:70]1.[CH:55]([N:56]([CH2:57][CH3:58])[CH:59]([CH3:60])[CH3:61])([CH3:62])[CH3:63].[F:17][c:18]1[cH:19][c:20]([CH2:21][c:22]2[cH:23][c:24]3[c:25]([NH2:50])[n:26][n:27]([C:31]([c:32]4[cH:33][cH:34][cH:35][cH:36][cH:37]4)([c:38]4[cH:39][cH:40][cH:41][cH:42][cH:43]4)[c:44]4[cH:45][cH:46][cH:47][cH:48][cH:49]4)[c:28]3[cH:29][cH:30]2)[cH:51][c:52]([F:54])[cH:53]1.[F:1][c:2]1[c:3]([C:4](=[O:5])[OH:6])[cH:7][c:8]([CH:11]=[O:12])[cH:9][cH:10]1.[S:13]([Cl:14])([Cl:15])=[O:16]>>[F:1][c:2]1[c:3]([C:4](=[O:6])[NH:50][c:25]2[c:24]3[cH:23][c:22]([CH2:21][c:20]4[cH:19][c:18]([F:17])[cH:53][c:52]([F:54])[cH:51]4)[cH:30][cH:29][c:28]3[n:27]([C:31]([c:32]3[cH:33][cH:34][cH:35][cH:36][cH:37]3)([c:38]3[cH:39][cH:40][cH:41][cH:42][cH:43]3)[c:44]3[cH:45][cH:46][cH:47][cH:48][cH:49]3)[n:26]2)[cH:7][c:8]([CH:11]=[O:12])[cH:9][cH:10]1.